From a dataset of the Open Reaction Database (ORD), a public repository of structured organic reaction records. describe an organic reaction: reactants, conditions, products, and yield Starting materials: ClC1=C(C=CC=C1)C(C1=C(C=CC(=C1)Cl)N1C(=NC=C1)CO)=O (2',5-dichloro-2-[2-(hydroxymethyl)imidazol-1-yl]benzophenone), N(=NC(=O)OCC)C(=O)OCC (diethyl azodicarboxylate), C1(C=2C(C(N1)=O)=CC=CC2)=O (phthalimide), C1(=CC=CC=C1)P(C1=CC=CC=C1)C1=CC=CC=C1 (triphenylphosphine). Solvent: O1CCCC1 (tetrahydrofuran). Run at time 8 hour. Yields the product ClC1=C(C=CC=C1)C(C1=C(C=CC(=C1)Cl)N1C(=NC=C1)CN1C(C=2C(C1=O)=CC=CC2)=O)=O (2',5-dichloro-2-[2-(phthalimidomethyl)imidazol-1-yl]benzophenone). Reaction SMILES: [Cl:1][C:2]1[CH:7]=[CH:6][CH:5]=[CH:4][C:3]=1[C:8](=[O:23])[C:9]1[CH:14]=[C:13]([Cl:15])[CH:12]=[CH:11][C:10]=1[N:16]1[CH:20]=[CH:19][N:18]=[C:17]1[CH2:21]O.[C:24]1(=[O:34])[NH:28][C:27](=[O:29])[C:26]2=[CH:30][CH:31]=[CH:32][CH:33]=[C:25]12.C1(P(C2C=CC=CC=2)C2C=CC=CC=2)C=CC=CC=1.N(C(OCC)=O)=NC(OCC)=O>O1CCCC1>[Cl:1][C:2]1[CH:7]=[CH:6][CH:5]=[CH:4][C:3]=1[C:8](=[O:23])[C:9]1[CH:14]=[C:13]([Cl:15])[CH:12]=[CH:11][C:10]=1[N:16]1[CH:20]=[CH:19][N:18]=[C:17]1[CH2:21][N:28]1[C:24](=[O:34])[C:25]2=[CH:33][CH:32]=[CH:31][CH:30]=[C:26]2[C:27]1=[O:29]. Reported procedure: In the manner given in Example 17, 3.47 g. (20.0 mmol) of 2',5-dichloro-2-[2-(hydroxymethyl)imidazol-1-yl]benzophenone is treated with 3.24 g. (22.0 mmol) of phthalimide and 5.76 g. (22.0 mmol) of triphenylphosphine suspended in 200 ml. of cold (0°-5°) tetrahydrofuran and finally with 3.83 g. (22.0 mmol) of diethyl azodicarboxylate, added slowly over three-fourths hour. After overnight stirring, the resulting solid is filtered and crystallized to afford 2',5-dichloro-2-[2-(phthalimidomethyl)imid... The reactants are ClCCl, COc1cc2ncnc(Oc3ccc(CC(=O)O)cc3)c2cc1OC, O=C(Cl)C(=O)Cl, CC(C)c1cc(N)on1. The product is COc1cc2ncnc(Oc3ccc(CC(=O)Nc4cc(C(C)C)no4)cc3)c2cc1OC. RXN SMILES: [CH2:41]([Cl:42])[Cl:43].[CH3:1][O:2][c:3]1[cH:4][c:5]2[c:6]([O:15][c:16]3[cH:17][cH:18][c:19]([CH2:22][C:23](=[O:24])[OH:25])[cH:20][cH:21]3)[n:7][cH:8][n:9][c:10]2[cH:11][c:12]1[O:13][CH3:14].[Cl:26][C:27]([C:28]([Cl:29])=[O:30])=[O:31].[NH2:32][c:33]1[cH:34][c:35]([CH:38]([CH3:39])[CH3:40])[n:36][o:37]1>>[CH3:1][O:2][c:3]1[cH:4][c:5]2[c:6]([O:15][c:16]3[cH:17][cH:18][c:19]([CH2:22][C:23](=[O:24])[NH:32][c:33]4[cH:34][c:35]([CH:38]([CH3:39])[CH3:40])[n:36][o:37]4)[cH:20][cH:21]3)[n:7][cH:8][n:9][c:10]2[cH:11][c:12]1[O:13][CH3:14]. Starting materials: CCOC(=O)C1=C(O)c2ccccc2N(S(=O)(=O)c2ccc(C)cc2)CC1, COC(=O)C1=C(O)c2ccccc2N(S(=O)(=O)c2ccc(C)cc2)CC1, CC(=O)O, CCO, Cl, O. The product is Cc1ccc(S(=O)(=O)N2CCCC(=O)c3ccccc32)cc1. As a reaction SMILES: [CH2:27]([O:28][C:29]([C:30]1=[C:50]([OH:51])[c:49]2[c:44]([cH:45][cH:46][cH:47][cH:48]2)[N:33]([S:34]([c:35]2[cH:36][cH:37][c:38]([CH3:39])[cH:40][cH:41]2)(=[O:42])=[O:43])[CH2:32][CH2:31]1)=[O:52])[CH3:53].[CH3:1][O:2][C:3](=[O:4])[C:5]1=[C:6]([OH:26])[c:7]2[c:8]([cH:22][cH:23][cH:24][cH:25]2)[N:9]([S:12](=[O:13])(=[O:14])[c:15]2[cH:16][cH:17][c:18]([CH3:21])[cH:19][cH:20]2)[CH2:10][CH2:11]1.[CH3:54][C:55](=[O:56])[OH:57].[CH3:59][CH2:60][OH:61].[ClH:58].[OH2:62]>>[CH2:5]1[C:6](=[O:26])[c:7]2[c:8]([cH:22][cH:23][cH:24][cH:25]2)[N:9]([S:12](=[O:13])(=[O:14])[c:15]2[cH:16][cH:17][c:18]([CH3:21])[cH:19][cH:20]2)[CH2:10][CH2:11]1. As a reaction SMILES: C[O:2][C:3]([CH:5]1[CH2:10][CH2:9][N:8]([C:11]2[C:16]([NH:17][C:18](=[O:26])[C:19]3[CH:24]=[CH:23][CH:22]=[C:21]([Cl:25])[CH:20]=3)=[CH:15][C:14]([Cl:27])=[CH:13][N:12]=2)[CH2:7][CH2:6]1)=[O:4].O.[OH-].[Na+]>CO>[Cl:27][C:14]1[CH:15]=[C:16]([NH:17][C:18](=[O:26])[C:19]2[CH:24]=[CH:23][CH:22]=[C:21]([Cl:25])[CH:20]=2)[C:11]([N:8]2[CH2:9][CH2:10][CH:5]([C:3]([OH:4])=[O:2])[CH2:6][CH2:7]2)=[N:12][CH:13]=1 |f:2.3|. Run at time 8 hour. Starting materials: COC(=O)C1CCN(CC1)C1=NC=C(C=C1NC(C1=CC(=CC=C1)Cl)=O)Cl (5′-chloro-3′-(3-chloro-benzoylamino)-3,4,5,6-tetrahydro-2H-[1,2′]bipyridinyl-4-carboxylic acid methyl ester), O (water), [OH-].[Na+] (sodium hydroxide), aqueous solution. Isolated yield 75.2%. Yields the product ClC=1C=C(C(=NC1)N1CCC(CC1)C(=O)O)NC(C1=CC(=CC=C1)Cl)=O (5′-chloro-3′-(3-chloro-benzoylamino)-3,4,5,6-tetrahydro-2H-[1,2′]bipyridinyl-4-carboxylic acid). Run in CO (methanol). Reported procedure: To a suspension of 0.480 g (1.18 mmol) of 5′-chloro-3′-(3-chloro-benzoylamino)-3,4,5,6-tetrahydro-2H-[1,2′]bipyridinyl-4-carboxylic acid methyl ester in a 1:1 mixture of water:methanol (10 mL) is added 1.0 mL (2.5 mmol) of sodium hydroxide as a 10% aqueous solution. The mixture is stirred at room temperature overnight then concentrated under reduced pressure to remove volatile organics. The pH is adjusted to approximately pH 5 by the addition of a 2N solution of hydrochloric acid causing a solid... Reactants: C(C)(=O)OCC(CCC=C)=O (1-acetoxy-5-hexen-2-one), O.C1(=CC=C(C=C1)S(=O)(=O)O)C (p-toluene sulfonic acid monohydrate), C(CO)O (ethylene glycol), C1=CC=CC=C1 (benzene). The solvent is O (water), O (water). Run at time 2 hour. The product is C(C)(=O)OCC1(OCCO1)CCC=C (2-acetoxymethyl-2-(3-buten-1-yl)-1,3-dioxolane). Isolated yield 90.0%. Reaction SMILES: [C:1]([O:4][CH2:5][C:6](=[O:11])[CH2:7][CH2:8][CH:9]=[CH2:10])(=[O:3])[CH3:2].[CH2:12](O)[CH2:13][OH:14].C1C=CC=CC=1.O.C1(C)C=CC(S(O)(=O)=O)=CC=1>O>[C:1]([O:4][CH2:5][C:6]1([CH2:7][CH2:8][CH:9]=[CH2:10])[O:14][CH2:13][CH2:12][O:11]1)(=[O:3])[CH3:2] |f:3.4|. Procedure: A mixture of 15.6 g. (0.1 mole) of 1-acetoxy-5-hexen-2-one, 18.6 g. (0.3 mole) of ethylene glycol in 250 ml. of benzene containing 1.56 g. of p-toluene sulfonic acid monohydrate is heated to reflux using a Dean-Stark water separator. After 2 hours, the reaction mixture is shaken well with 250 ml. of cold water. The aqueous layer is washed with 3×25 ml. of ether. The combined organic layers are dried over anhydrous magnesium sulfate. Evaporation of the solvent gives 2-acetoxymethyl-2-(3-buten-1-y... Starting materials: O1CCCC1 (tetrahydrofuran), C(O)([O-])=O.[K+] (potassium hydrogencarbonate), Cl (hydrochloric acid), C(#N)C1(C2CCC(C1)C2)O[Si](C)(C)C (2-cyano-2-trimethylsiloxynorbornane). Run in O (water), O (water). The product is C(#N)C1(C2CCC(C1)C2)O (2-cyano-2-hydroxynorbornane). RXN SMILES: O1CCCC1.Cl.[C:7]([C:9]1([O:16][Si](C)(C)C)[CH2:14][CH:13]2[CH2:15][CH:10]1[CH2:11][CH2:12]2)#[N:8].C(=O)([O-])O.[K+]>O>[C:7]([C:9]1([OH:16])[CH2:14][CH:13]2[CH2:15][CH:10]1[CH2:11][CH2:12]2)#[N:8] |f:3.4|. Procedure details: Into a 200 milliliter Erlenmeyer flask, 38.37 grams (183.3 millimoles) of 2-cyano-2-trimethylsiloxynorbornane obtained in A, a PTFE-coated stirrer bar, 30 milliliters of tetrahydrofuran, 10 milliliters of water, and 1 milliliter of 2N hydrochloric acid were placed. This mixture was vigorously stirred at room temperature. Three hours later, the disappearance of the starting norbornane compound was confirmed by thin-layer chromatography, and 1 milliliter of 2N aqueous potassium hydrogencarbonate s...